Dataset: the Open Reaction Database (ORD), a public repository of structured organic reaction records. Task: describe an organic reaction: reactants, conditions, products, and yield Starting materials: C(O)([O-])=O.[Na+] (sodium hydrogen carbonate), CNC1CC1 (N-methylcyclopropylamine), ClC1=C(C=CC(=C1)[N+](=O)[O-])CC=O ((2-chloro-4-nitrophenyl)acetaldehyde), C(C)(=O)O[BH-](OC(C)=O)OC(C)=O.[Na+] (sodium triacetoxyborohydride). The solvent is C1CCOC1 (THF). Conditions: time 120 hour. The product is ClC1=C(C=CC(=C1)[N+](=O)[O-])CCNCC1CC1 ([2-(2-chloro-4-nitrophenyl)ethyl]cyclopropylmethylamine). RXN SMILES: [CH3:1][NH:2]C1CC1.[Cl:6][C:7]1[CH:12]=[C:11]([N+:13]([O-:15])=[O:14])[CH:10]=[CH:9][C:8]=1[CH2:16][CH:17]=O.C(O[BH-](O[C:29](=O)[CH3:30])OC(=O)C)(=O)C.[Na+].[C:33](=O)([O-])O.[Na+]>C1COCC1>[Cl:6][C:7]1[CH:12]=[C:11]([N+:13]([O-:15])=[O:14])[CH:10]=[CH:9][C:8]=1[CH2:16][CH2:17][NH:2][CH2:1][CH:29]1[CH2:30][CH2:33]1 |f:2.3,4.5|. Reported procedure: 1.07 g (10 mmol) of N-methylcyclopropylamine is added to a solution of 1 g (5.01 mmol) of (2-chloro-4-nitrophenyl)acetaldehyde in 50 mL of THF and then 4.46 g (20 mmol) of sodium triacetoxyborohydride (95%) is added. The reaction mixture is stirred for 120 hours at ambient temperature and then poured into a saturated sodium hydrogen carbonate solution and twice extracted with ethyl acetate. The combined organic phases are dried over sodium sulfate. The purification is carried out by column chrom... Starting materials: CC(=O)Nc1c(C(=O)c2cc(CO[Si](C)(C)C(C)(C)C)ccn2)[nH]c2cc(Cl)ccc12, CCCC[N+](CCCC)(CCCC)CCCC, C1CCOC1, [F-], [K+], [OH-], O. Product: CC(=O)Nc1c(C(=O)c2cc(CO)ccn2)[nH]c2cc(Cl)ccc12. As a reaction SMILES: [C:1]([CH3:2])(=[O:3])[NH:4][c:5]1[c:6]([C:15](=[O:16])[c:17]2[n:18][cH:19][cH:20][c:21]([CH2:23][O:24][Si:25]([C:26]([CH3:27])([CH3:28])[CH3:29])([CH3:30])[CH3:31])[cH:22]2)[nH:7][c:8]2[cH:9][c:10]([Cl:14])[cH:11][cH:12][c:13]12.[CH2:33]([N+:34]([CH2:35][CH2:36][CH2:37][CH3:38])([CH2:39][CH2:40][CH2:41][CH3:42])[CH2:43][CH2:44][CH2:45][CH3:46])[CH2:47][CH2:48][CH3:49].[CH2:52]1[O:53][CH2:54][CH2:55][CH2:56]1.[F-:32].[K+:51].[OH-:50].[OH2:57]>>[C:1]([CH3:2])(=[O:3])[NH:4][c:5]1[c:6]([C:15](=[O:16])[c:17]2[n:18][cH:19][cH:20][c:21]([CH2:23][OH:24])[cH:22]2)[nH:7][c:8]2[cH:9][c:10]([Cl:14])[cH:11][cH:12][c:13]12. The reactants are Cl.N1CCC(CC1)C1=CC=2N(C=C1)C=NC2 (7-(piperidin-4-yl)imidazo[1,5-a]pyridine hydrochloride), BrC1=CC(=NC=C1)CNC(C)=O (N-((4-bromopyridin-2-yl)methyl)acetamide), BrC1=CC(=NC=C1)CNC(C)=O (N-((4-bromopyridin-2-yl)methyl)acetamide), BrC1=CC(=NC=C1)CNC=O (N-((4-bromopyridin-2-yl)methyl)formamide). The product is Cl.CC1=NC=C2N1C=CC(=C2)C2CCNCC2 (3-Methyl-7-(piperidin-4-yl)imidazo[1,5-a]pyridine hydrochloride). Reaction SMILES: [ClH:1].[NH:2]1[CH2:7][CH2:6][CH:5]([C:8]2[CH:13]=[CH:12][N:11]3[CH:14]=[N:15][CH:16]=[C:10]3[CH:9]=2)[CH2:4][CH2:3]1.Br[C:18]1C=CN=C(CNC(=O)C)C=1.BrC1C=CN=C(CNC=O)C=1>>[ClH:1].[CH3:18][C:14]1[N:11]2[CH:12]=[CH:13][C:8]([CH:5]3[CH2:4][CH2:3][NH:2][CH2:7][CH2:6]3)=[CH:9][C:10]2=[CH:16][N:15]=1 |f:0.1,4.5|. Procedure: The title compound was prepared using standard chemical manipulations and procedures similar to those used for the preparation of compound 39.5, except N-((4-bromopyridin-2-yl)methyl)acetamide (compound 67.1) was used in place of N-((4-bromopyridin-2-yl)methyl)formamide (compound 39.2). As a reaction SMILES: [CH2:1]1[C:9]2[C:4](=[CH:5][CH:6]=[CH:7][CH:8]=2)[CH2:3][N:2]1[C:10]([O:12][CH:13]1[CH2:31][CH:30]2[N:15]([C:16](=[O:36])[CH2:17][CH2:18][CH2:19][CH2:20][CH2:21][CH2:22][CH:23]=[CH:24][CH:25]3[C:27]([C:33](O)=[O:34])([NH:28][C:29]2=[O:32])[CH2:26]3)[CH2:14]1)=[O:11].C1N=CN(C(N2C=NC=C2)=O)C=1.[CH:49]1([S:52]([NH2:55])(=[O:54])=[O:53])[CH2:51][CH2:50]1.C1CCN2C(=NCCC2)CC1>C1COCC1>[CH2:3]1[C:4]2[C:9](=[CH:8][CH:7]=[CH:6][CH:5]=2)[CH2:1][N:2]1[C:10]([O:12][CH:13]1[CH2:31][CH:30]2[N:15]([C:16](=[O:36])[CH2:17][CH2:18][CH2:19][CH2:20][CH2:21][CH2:22][CH:23]=[CH:24][CH:25]3[C:27]([C:33]([NH:55][S:52]([CH:49]4[CH2:51][CH2:50]4)(=[O:54])=[O:53])=[O:34])([NH:28][C:29]2=[O:32])[CH2:26]3)[CH2:14]1)=[O:11]. Starting materials: C1N(CC2=CC=CC=C12)C(=O)OC1CN2C(CCCCCCC=CC3CC3(NC(C2C1)=O)C(=O)O)=O (18-[1,3-dihydroisoindol-2-ylcarbonyloxy]-2,15-dioxo-3,16-diazatricyclo[14.3.0.04,6]nonadec-7-ene-4-carboxylic acid), C1=CN(C=N1)C(=O)N2C=CN=C2 (CDI), azalactone, C1(CC1)S(=O)(=O)N (cyclopropylsulfonamide), C1CCC2=NCCCN2CC1 (DBU). Run in C1CCOC1 (THF). Procedure details: The mixture of carboxylic acid 18 (30 mg, 0.06 mmole) and CDI (20 mg, 2 eq) in dry THF (3 mL) was stirred at reflux for 2 h30 under nitrogen. Optionally, the azalactone derivative, if desired, can be isolated. Then, the reaction mixture was cooled at room temperature and cyclopropylsulfonamide (15 mg, 2 eq) and DBU (18 mg, 2 eq) were added. The reaction mixture was stirred at 50° C. until completion as indicated by LC-MS. The RM was then concentrated, redissolved in DCM and extracted with HCl 1M... The product is C1N(CC2=CC=CC=C12)C(=O)OC1CN2C(CCCCCCC=CC3CC3(NC(C2C1)=O)C(=O)NS(=O)(=O)C1CC1)=O (N-[18-[1,3-dihydroisoindol-2-ylcarbonyloxy]-2,15-dioxo-3,16-diazatricyclo[14.3.0.04,6]nonadec-7-ene-4-carbonyl](cyclopropyl)sulfonamide).